From a dataset of the Open Reaction Database (ORD), a public repository of structured organic reaction records. describe an organic reaction: reactants, conditions, products, and yield Procedure details: Sodium cyanide (4.3 g, 87.4 mmol) was added to a solution of crude (2S,4R)-4-(3,4-dichlorobenzyl)-1-tert-butoxycarbonyl-2-(methanesulfonyloxymethyl)pyrrolidine (7.7 g, 17.5 mmol) in dry DMSO (120 mL) and the mixture was heated at 80° C. with stirring for 3.5 hrs. The reaction mixture was cooled and worked up between EtOAc and aqueous Na2CO3. Vacuum drying of the product afforded 6.34 g (17.2 mmol) of (2S,4R)-2-(cyanomethyl)-4-(3,4-dichloro-benzyl)-1-tert-butoxycarbonylpyrrolidine as an amber oil... Run in CS(=O)C (DMSO). Yields the product C(#N)C[C@H]1N(C[C@@H](C1)CC1=CC(=C(C=C1)Cl)Cl)C(=O)OC(C)(C)C ((2S,4R)-2-(cyanomethyl)-4-(3,4-dichloro-benzyl)-1-tert-butoxycarbonylpyrrolidine). As a reaction SMILES: [C-:1]#[N:2].[Na+].[Cl:4][C:5]1[CH:6]=[C:7]([CH:27]=[CH:28][C:29]=1[Cl:30])[CH2:8][C@H:9]1[CH2:13][N:12]([C:14]([O:16][C:17]([CH3:20])([CH3:19])[CH3:18])=[O:15])[C@H:11]([CH2:21]OS(C)(=O)=O)[CH2:10]1.CCOC(C)=O.C([O-])([O-])=O.[Na+].[Na+]>CS(C)=O>[C:1]([CH2:21][C@@H:11]1[CH2:10][C@@H:9]([CH2:8][C:7]2[CH:27]=[CH:28][C:29]([Cl:30])=[C:5]([Cl:4])[CH:6]=2)[CH2:13][N:12]1[C:14]([O:16][C:17]([CH3:20])([CH3:19])[CH3:18])=[O:15])#[N:2] |f:0.1,4.5.6|. The reactants are C(=O)([O-])[O-].[Na+].[Na+] (Na2CO3), [C-]#N.[Na+] (Sodium cyanide), ClC=1C=C(C[C@@H]2C[C@H](N(C2)C(=O)OC(C)(C)C)COS(=O)(=O)C)C=CC1Cl ((2S,4R)-4-(3,4-dichlorobenzyl)-1-tert-butoxycarbonyl-2-(methanesulfonyloxymethyl)pyrrolidine), CCOC(=O)C (EtOAc). The yield is 98.3%. Reaction conditions: temperature 80 celsius, time 3.5 hour.